From a dataset of the Open Reaction Database (ORD), a public repository of structured organic reaction records. describe an organic reaction: reactants, conditions, products, and yield Starting materials: N#Cc1ccc(N)cc1-c1ccccc1, N#Cc1ccc(N=C=O)c2c1CCCC2, N#Cc1ccc(N2C(=O)C3C(O)CCN3C2=O)c2c1CCCC2. Yields the product N#Cc1ccc(N2C(=O)C3C(O)CCN3C2=O)cc1-c1ccccc1. RXN SMILES: [C:1](#[N:2])[c:3]1[c:4](-[c:10]2[cH:11][cH:12][cH:13][cH:14][cH:15]2)[cH:5][c:6]([NH2:7])[cH:8][cH:9]1.[N:16]([c:17]1[c:18]2[c:23]([c:24]([C:25]#[N:26])[cH:27][cH:28]1)[CH2:22][CH2:21][CH2:20][CH2:19]2)=[C:29]=[O:30].[OH:31][CH:32]1[CH2:33][CH2:34][N:35]2[C:36](=[O:53])[N:37]([c:41]3[c:42]4[c:47]([c:48]([C:49]#[N:50])[cH:51][cH:52]3)[CH2:46][CH2:45][CH2:44][CH2:43]4)[C:38](=[O:40])[CH:39]12>>[C:1](#[N:2])[c:3]1[c:4](-[c:10]2[cH:11][cH:12][cH:13][cH:14][cH:15]2)[cH:5][c:6]([N:7]2[C:36](=[O:53])[N:35]3[CH2:34][CH2:33][CH:32]([OH:31])[CH:39]3[C:38]2=[O:40])[cH:8][cH:9]1. Starting materials: CC(C)Oc1cc(F)c2c(c1[Si](C)(C)C)Oc1ccccc1S2, CN(C)C=O. Yields the product CC(C)Oc1cc(F)c2c(c1)Oc1ccccc1S2. Reaction SMILES: [F:1][c:2]1[cH:3][c:4]([O:20][CH:21]([CH3:22])[CH3:23])[c:5]([Si:16]([CH3:17])([CH3:18])[CH3:19])[c:6]2[c:15]1[S:14][c:13]1[c:8]([cH:9][cH:10][cH:11][cH:12]1)[O:7]2.[O:24]=[CH:25][N:26]([CH3:27])[CH3:28]>>[F:1][c:2]1[cH:3][c:4]([O:20][CH:21]([CH3:22])[CH3:23])[cH:5][c:6]2[c:15]1[S:14][c:13]1[c:8]([cH:9][cH:10][cH:11][cH:12]1)[O:7]2. Starting materials: Brc1ccc2cc[nH]c2c1, CC(C)(C)OC(=O)N1CCC(=O)CC1, C1CCNC1, CCO. Yields the product CC(C)(C)OC(=O)N1CC=C(c2c[nH]c3cc(Br)ccc23)CC1. As a reaction SMILES: [Br:1][c:2]1[cH:3][cH:4][c:5]2[cH:6][cH:7][nH:8][c:9]2[cH:10]1.[C:11]([CH3:12])([CH3:13])([CH3:14])[O:15][C:16](=[O:17])[N:18]1[CH2:19][CH2:20][C:21](=[O:24])[CH2:22][CH2:23]1.[CH2:25]1[CH2:26][NH:27][CH2:28][CH2:29]1.[CH3:30][CH2:31][OH:32]>>[Br:1][c:2]1[cH:3][cH:4][c:5]2[c:6]([C:21]3=[CH:20][CH2:19][N:18]([C:16]([O:15][C:11]([CH3:12])([CH3:13])[CH3:14])=[O:17])[CH2:23][CH2:22]3)[cH:7][nH:8][c:9]2[cH:10]1. Reactants: ice water, [N+](=O)([O-])C1=NNC=C1 (3-Nitro-1H-pyrazole), ClC1=CC=C(C=N1)C(=O)OC(C)(C)C (tert-butyl 6-chloropyridine-3-carboxylate), C([O-])([O-])=O.[Cs+].[Cs+] (Cesium carbonate). The solvent is CN(C)C=O (DMF). Run at temperature 100 celsius. The product is [N+](=O)([O-])C1=NN(C=C1)C1=CC=C(C=N1)C(=O)OC(C)(C)C (tert-butyl 6-(3-nitropyrazol-1-yl)pyridine-3-carboxylate). Isolated yield 74.3%. RXN SMILES: [N+:1]([C:4]1[CH:8]=[CH:7][NH:6][N:5]=1)([O-:3])=[O:2].Cl[C:10]1[N:15]=[CH:14][C:13]([C:16]([O:18][C:19]([CH3:22])([CH3:21])[CH3:20])=[O:17])=[CH:12][CH:11]=1.C(=O)([O-])[O-].[Cs+].[Cs+]>CN(C=O)C>[N+:1]([C:4]1[CH:8]=[CH:7][N:6]([C:10]2[N:15]=[CH:14][C:13]([C:16]([O:18][C:19]([CH3:22])([CH3:21])[CH3:20])=[O:17])=[CH:12][CH:11]=2)[N:5]=1)([O-:3])=[O:2] |f:2.3.4|. Reported procedure: A mixture of 3-Nitro-1H-pyrazole (0.265 gm, 2.34 mmol), tert-butyl 6-chloropyridine-3-carboxylate (0.500 gm, 2.34 mmol) was dissolved in anhydrous DMF (10 mL). Cesium carbonate (1.90 gm, 5.86 mmol) was added and reaction mixture was heated at 100° C. for 6 h. The reaction mixture was cooled to room temperature and poured into ice water, a white precipitate formed was filtered and dried under vacuum to give tert-butyl 6-(3-nitropyrazol-1-yl)pyridine-3-carboxylate (0.505 gm).